Dataset: the Open Reaction Database (ORD), a public repository of structured organic reaction records. Task: describe an organic reaction: reactants, conditions, products, and yield The product is c1ccc(Cn2ccc3ncccc32)cc1. Reactants: BrCc1ccccc1, [H-], [Na+], CN(C)C=O, c1cnc2cc[nH]c2c1. As a reaction SMILES: [Br:12][CH2:13][c:14]1[cH:15][cH:16][cH:17][cH:18][cH:19]1.[H-:10].[Na+:11].[O:20]=[CH:21][N:22]([CH3:23])[CH3:24].[nH:1]1[cH:2][cH:3][c:4]2[n:5][cH:6][cH:7][cH:8][c:9]12>>[n:1]1([CH2:13][c:14]2[cH:15][cH:16][cH:17][cH:18][cH:19]2)[cH:2][cH:3][c:4]2[n:5][cH:6][cH:7][cH:8][c:9]12. Reactants: C1(CC1)N (Cyclopropylamine), C=1C=CC2=C(C1)N=NN2O (HOBt), CCN=C=NCCCN(C)C (WSC), C(C)OC1=C(N=NN1C1=CC=C(C=C1)C(=O)NCC)C(=O)OC (methyl 5-ethoxy-1-{4-[(ethylamino)carbonyl]phenyl}-1H-1,2,3-triazole-4-carboxylate), [OH-].[Na+] (sodium hydroxide). The solvent is CO (methanol). Run at temperature 60 celsius, time 30 minute. The product is C1(CC1)NC(=O)C=1N=NN(C1OCC)C1=CC=C(C=C1)C(=O)NCC (N-cyclopropyl-5-ethoxy-1-{4-[(ethylamino)carbonyl]phenyl}-1H-1,2,3-triazole-4-carboxamide). Yield: 81.5%. RXN SMILES: [CH2:1]([O:3][C:4]1[N:8]([C:9]2[CH:14]=[CH:13][C:12]([C:15]([NH:17][CH2:18][CH3:19])=[O:16])=[CH:11][CH:10]=2)[N:7]=[N:6][C:5]=1[C:20]([O:22]C)=O)[CH3:2].[OH-].[Na+].[CH:26]1([NH2:29])[CH2:28][CH2:27]1.C1C=CC2N(O)N=NC=2C=1.CCN=C=NCCCN(C)C>CO>[CH:26]1([NH:29][C:20]([C:5]2[N:6]=[N:7][N:8]([C:9]3[CH:10]=[CH:11][C:12]([C:15]([NH:17][CH2:18][CH3:19])=[O:16])=[CH:13][CH:14]=3)[C:4]=2[O:3][CH2:1][CH3:2])=[O:22])[CH2:28][CH2:27]1 |f:1.2|. Procedure: To a solution of methyl 5-ethoxy-1-{4-[(ethylamino)carbonyl]phenyl}-1H-1,2,3-triazole-4-carboxylate (159 mg, 0.5 mmol) obtained in Example 1212a) in methanol (5 ml) was added 1N sodium hydroxide (2 ml) and the mixture was stirred at 60° C. for 30 min. The solvent was evaporated, and the residue was adjusted to pH 2-3 with 1N hydrochloric acid. The precipitated crystals were collected by filtration, dried and dissolved in DMF (5 ml). Cyclopropylamine (29 mg, 0.5 mmol), HOBt (84 mg, 0.55 mmol) and... Starting materials: C[S-].[Na+] (sodium thiomethoxide), C(C1=CC=CC=C1)OC=1C=C2C(=C(C=NC2=CC1)[N+](=O)[O-])NCCCCCCl (6-benzyloxy-N-(5-chloropentyl)-3-nitroquinolin-4-amine), C[S-].[Na+] (sodium thiomethoxide). Solvent: CN(C)C=O (DMF), CN(C)C=O (DMF). Reaction conditions: time 30 minute. The product is C(C1=CC=CC=C1)OC=1C=C2C(=C(C=NC2=CC1)[N+](=O)[O-])NCCCCCSC (6-benzyloxy-N-[5-(methylthio)pentyl]-3-nitroquinolin-4-amine). Isolated yield 79.4%. Reaction SMILES: [CH3:1][S-:2].[Na+].[CH2:4]([O:11][C:12]1[CH:13]=[C:14]2[C:19](=[CH:20][CH:21]=1)[N:18]=[CH:17][C:16]([N+:22]([O-:24])=[O:23])=[C:15]2[NH:25][CH2:26][CH2:27][CH2:28][CH2:29][CH2:30]Cl)[C:5]1[CH:10]=[CH:9][CH:8]=[CH:7][CH:6]=1>CN(C=O)C>[CH2:4]([O:11][C:12]1[CH:13]=[C:14]2[C:19](=[CH:20][CH:21]=1)[N:18]=[CH:17][C:16]([N+:22]([O-:24])=[O:23])=[C:15]2[NH:25][CH2:26][CH2:27][CH2:28][CH2:29][CH2:30][S:2][CH3:1])[C:5]1[CH:10]=[CH:9][CH:8]=[CH:7][CH:6]=1 |f:0.1|. Reported procedure: Under a nitrogen atmosphere, solid sodium thiomethoxide (1.38 g, 18.7 mmol, 95% pure) was added to a solution of 6-benzyloxy-N-(5-chloropentyl)-3-nitroquinolin-4-amine (6.24 g, 15.6 mmol) in DMF. The reaction was stirred at ambient temperature for 30 minutes and then heated at 80° C. for one hour, at which time a yellow precipitate formed. The reaction mixture was partitioned between water (390 mL) and dichloromethane (150 mL). The aqueous layer was washed with dichloromethane (100 mL), and the ... Reactants: Cl.Cl.NC(N)=N\N=C(/C)\C=1C=C(C=CC1)NC(C1=CC=C(C=C1)[N+](=O)[O-])=O ((E)-N-[3-(1-{(Diaminomethylene)hydrazono}ethyl)phenyl]-4-nitrobenzamide dihydrochloride), CCO (EtOH), Cl (HCl). Reagents/catalysts: [Fe] (Fe). The solvent is O (H2O). The product is Cl.Cl.NC1=CC=C(C(=O)NC2=CC(=CC=C2)/C(/C)=N/N=C(N)N)C=C1 ((E)-4-Amino-N-[3-(1-{(diaminomethylene)hydrazono}ethyl)-phenyl]benzamide dihydrochloride). Yield: 212.2%. RXN SMILES: [ClH:1].Cl.[NH2:3][C:4](=[N:6]/[N:7]=[C:8](/[C:10]1[CH:11]=[C:12]([NH:16][C:17](=[O:27])[C:18]2[CH:23]=[CH:22][C:21]([N+:24]([O-])=O)=[CH:20][CH:19]=2)[CH:13]=[CH:14][CH:15]=1)\[CH3:9])[NH2:5].CCO.Cl>[Fe].O>[ClH:1].[ClH:1].[NH2:24][C:21]1[CH:20]=[CH:19][C:18]([C:17]([NH:16][C:12]2[CH:13]=[CH:14][CH:15]=[C:10](/[C:8](=[N:7]/[N:6]=[C:4]([NH2:5])[NH2:3])/[CH3:9])[CH:11]=2)=[O:27])=[CH:23][CH:22]=1 |f:0.1.2,7.8.9|. Procedure details: To a refluxing suspension of amide F4 (2.02 g, 5.36 mmol) in 2:1 EtOH:H2O (100 mL) were sequentially added Fe dust (1.20 g, 21.44 mmol) and c.HCl (2 mL), and the resulting suspension was refluxed for 14 h. After this time, the hot reaction mixture was filtered through a pad of Celite, and the solvent was removed under reduced pressure. The residue was re-dissolved in hot H2O, and the resulting suspension filtered through a pad of Celite. Solvent was removed under reduced pressure, and the residu...